From a dataset of the Open Reaction Database (ORD), a public repository of structured organic reaction records. describe an organic reaction: reactants, conditions, products, and yield Starting materials: O=S1(=O)CC(Br)C1, CO, Cc1cc(Nc2nc(Nc3cc(C)c(C4CCNCC4)cc3F)ncc2Cl)n[nH]1. Yields the product Cc1cc(Nc2nc(Nc3cc(C)c(C4CCN(C5CS(=O)(=O)C5)CC4)cc3F)ncc2Cl)n[nH]1. Reaction SMILES: [Br:30][CH:31]1[CH2:32][S:33](=[O:35])(=[O:36])[CH2:34]1.[CH3:37][OH:38].[Cl:1][c:2]1[c:3]([NH:23][c:24]2[n:25][nH:26][c:27]([CH3:29])[cH:28]2)[n:4][c:5]([NH:8][c:9]2[c:10]([F:22])[cH:11][c:12]([CH:16]3[CH2:17][CH2:18][NH:19][CH2:20][CH2:21]3)[c:13]([CH3:15])[cH:14]2)[n:6][cH:7]1>>[Cl:1][c:2]1[c:3]([NH:23][c:24]2[n:25][nH:26][c:27]([CH3:29])[cH:28]2)[n:4][c:5]([NH:8][c:9]2[c:10]([F:22])[cH:11][c:12]([CH:16]3[CH2:17][CH2:18][N:19]([CH:31]4[CH2:32][S:33](=[O:35])(=[O:36])[CH2:34]4)[CH2:20][CH2:21]3)[c:13]([CH3:15])[cH:14]2)[n:6][cH:7]1.